This data is from the Open Reaction Database (ORD), a public repository of structured organic reaction records. The task is: describe an organic reaction: reactants, conditions, products, and yield Reaction SMILES: [F:1][C:2]1[CH:9]=[CH:8][C:5]([CH:6]=O)=[CH:4][CH:3]=1.[C:10]([CH2:15][CH:16]=P(C1C=CC=CC=1)(C1C=CC=CC=1)C1C=CC=CC=1)([O:12][CH2:13][CH3:14])=[O:11]>C1(C)C=CC=CC=1>[F:1][C:2]1[CH:9]=[CH:8][C:5](/[CH:6]=[C:15](\[CH3:16])/[C:10]([O:12][CH2:13][CH3:14])=[O:11])=[CH:4][CH:3]=1. The solvent is C1(=CC=CC=C1)C (toluene). Reactants: FC1=CC=C(C=O)C=C1 (4-Fluorobenzaldehyde), C(=O)(OCC)CC=P(C1=CC=CC=C1)(C1=CC=CC=C1)C1=CC=CC=C1 ((Carboethoxyethylidene)triphenylphosphorane). The product is FC1=CC=C(C=C1)/C=C(/C(=O)OCC)\C ((E)-ethyl 3-(4-fluorophenyl)-2-methylacrylate). Procedure details: 4-Fluorobenzaldehyde (12 g, 97 mmol) was dissolved in toluene (500 mL). (Carboethoxyethylidene)triphenylphosphorane (42 g, 116 mmol) was added and the mixture was heated to reflux until the starting material was consumed. The solution was cooled, diluted with hexanes, and the solid was filtered. The filtrate was evaporated in vacuo. The remaining residue was dissolved in ether, and filtered through a plug of silica gel using ether as eluent. The solvents were evaporated in vacuo to afford the ti... The yield is 99.0%. Starting materials: [H][H] (hydrogen), C1(=CC=CC=C1)C(C)NCC1C(C(OC1)=O)(C1=CC=CC=C1)C1=CC=CC=C1 (4-(1-phenylethylaminomethyl)-4,5-dihydro-3,3-diphenylfuran-2(3H)one). The reagents and catalysts are [OH-].[Pd+2].[OH-] (palladium hydroxide). Run in CO (methanol). Run at temperature 70 celsius. Yields the product OCC1C(C(NC1)=O)(C1=CC=CC=C1)C1=CC=CC=C1 (4-(Hydroxymethyl)-3,3-diphenyl-2-pyrrolidinone). RXN SMILES: C1(C([NH:9][CH2:10][CH:11]2[CH2:15][O:14][C:13](=[O:16])[C:12]2([C:23]2[CH:28]=[CH:27][CH:26]=[CH:25][CH:24]=2)[C:17]2[CH:22]=[CH:21][CH:20]=[CH:19][CH:18]=2)C)C=CC=CC=1.[H][H]>[OH-].[Pd+2].[OH-].CO>[OH:14][CH2:15][CH:11]1[CH2:10][NH:9][C:13](=[O:16])[C:12]1([C:17]1[CH:18]=[CH:19][CH:20]=[CH:21][CH:22]=1)[C:23]1[CH:24]=[CH:25][CH:26]=[CH:27][CH:28]=1 |f:2.3.4|. Reported procedure: To 750 ml. of methanol and 80.0 g. (0.22 mole) of 4-(1-phenylethylaminomethyl)-4,5-dihydro-3,3-diphenylfuran-2(3H)one was added 3.0 g. of palladium hydroxide catalyst and the mixture was shaken in three atmospheres of hydrogen at 70° C. for 18 hrs. Upon filtering starting material was found to be present; fresh catalyst was added to the solution which was shaken in three atmospheres of hydrogen at 70° C. for three more hours. After filtering the filtrate was concentrated in vacuo. The residue wa... The reactants are NC(C(=O)O)\C=C\CP(=O)(O)O (E-2-amino-5-phosphono-3-pentenoic acid), Cl (hydrogen chloride), C(C(C)C)O (isobutanol). Yields the product C(C(C)C)OC(C(\C=C\CP(=O)(O)O)N)=O (E-2-amino-5-phosphono-3-pentenoic acid isobutyl ester). RXN SMILES: [NH2:1][CH:2](/[CH:6]=[CH:7]/[CH2:8][P:9]([OH:12])([OH:11])=[O:10])[C:3]([OH:5])=[O:4].Cl.[CH2:14](O)[CH:15]([CH3:17])[CH3:16]>>[CH2:14]([O:4][C:3](=[O:5])[CH:2]([NH2:1])/[CH:6]=[CH:7]/[CH2:8][P:9]([OH:12])([OH:11])=[O:10])[CH:15]([CH3:17])[CH3:16]. Reported procedure: 1.5 g of E-2-amino-5-phosphono-3-pentenoic acid are suspended in 30 ml of isobutanol and the suspension is saturated with hydrogen chloride gas for 31/2 hours at 70°. After concentration, the residue is dissolved in 10 ml of isobutanol, 10 ml of propylene oxide are added and the precipitate is filtered off. Recrystallisation from water/acetone 1:1 yields E-2-amino-5-phosphono-3-pentenoic acid isobutyl ester, m.p. 163°-164°. The reactants are CCOC(C)=O, C=CCOC(=O)Cl, ClCCl, C=CCOC(=O)C(=[N+]=[N-])C(=O)C(C)C1NC(=O)C1C(C)O, O, c1ccncc1. The product is C=CCOC(=O)OC(C)C1C(=O)NC1C(C)C(=O)C(=[N+]=[N-])C(=O)OCC=C. RXN SMILES: [CH3:35][CH2:36][O:37][C:38](=[O:39])[CH3:40].[Cl:28][C:29](=[O:30])[O:31][CH2:32][CH:33]=[CH2:34].[Cl:41][CH2:42][Cl:43].[N+:1](=[N-:2])=[C:3]([C:4](=[O:5])[O:6][CH2:7][CH:8]=[CH2:9])[C:10]([CH:11]([CH3:12])[CH:13]1[NH:14][C:15](=[O:20])[CH:16]1[CH:17]([CH3:18])[OH:19])=[O:21].[OH2:44].[cH:22]1[cH:23][cH:24][n:25][cH:26][cH:27]1>>[N+:1](=[N-:2])=[C:3]([C:4](=[O:5])[O:6][CH2:7][CH:8]=[CH2:9])[C:10]([CH:11]([CH3:12])[CH:13]1[NH:14][C:15](=[O:20])[CH:16]1[CH:17]([CH3:18])[O:19][C:29](=[O:30])[O:31][CH2:32][CH:33]=[CH2:34])=[O:21].